The task is: describe an organic reaction: reactants, conditions, products, and yield. This data is from the Open Reaction Database (ORD), a public repository of structured organic reaction records. Reported procedure: To a mixture of 2.6 g (8.78 mmol) of 2-benzyloxy-4-bromo-6-fluoroaniline and 3.03 g (21.96 mmol) of potassium carbonate in 20 mL DMF in an oil bath at 60° C. is added 1.48 g (9.67 mmole) of methyl bromoacetate. The mixture is stirred at 60° C. for 2 h. HPLC analysis indicated that the reaction is 38% complete. Additional methyl bromoacetate equal to the molar amount of unreacted starting material is added and the mixture is stirred at 60° C. for 2 h. This process is repeated until the starting m... Conditions: temperature 60 celsius, time 2 hour. Run in CN(C)C=O (DMF). Yields the product COC(CNC1=C(C=C(C=C1F)Br)OCC1=CC=CC=C1)=O ((2-Benzyloxy-4-bromo-6-fluorophenylamino)-acetic acid methyl ester). Reaction SMILES: [CH2:1]([O:8][C:9]1[CH:15]=[C:14]([Br:16])[CH:13]=[C:12]([F:17])[C:10]=1[NH2:11])[C:2]1[CH:7]=[CH:6][CH:5]=[CH:4][CH:3]=1.C(=O)([O-])[O-].[K+].[K+].Br[CH2:25][C:26]([O:28][CH3:29])=[O:27]>CN(C=O)C>[CH3:29][O:28][C:26](=[O:27])[CH2:25][NH:11][C:10]1[C:12]([F:17])=[CH:13][C:14]([Br:16])=[CH:15][C:9]=1[O:8][CH2:1][C:2]1[CH:3]=[CH:4][CH:5]=[CH:6][CH:7]=1 |f:1.2.3|. The reactants are BrCC(=O)OC (methyl bromoacetate), C(C1=CC=CC=C1)OC1=C(N)C(=CC(=C1)Br)F (2-benzyloxy-4-bromo-6-fluoroaniline), C([O-])([O-])=O.[K+].[K+] (potassium carbonate), BrCC(=O)OC (methyl bromoacetate). Reactants: N1=CC(=CC2=CC=CC=C12)C=CC(=O)[O-] (3-(3-quinolyl)-2-propenoate), [H-].C(C(C)C)[Al+]CC(C)C (Diisobutylaluminum hydride). Run in C(Cl)Cl (methylene chloride). Run at temperature -57 celsius, time 30 minute. The product is N1=CC(=CC2=CC=CC=C12)C=CCO (3-(3-quinolyl)-2-propen-1-ol). The yield is 61.7%. As a reaction SMILES: [N:1]1[C:10]2[C:5](=[CH:6][CH:7]=[CH:8][CH:9]=2)[CH:4]=[C:3]([CH:11]=[CH:12][C:13]([O-])=[O:14])[CH:2]=1.[H-].C([Al+]CC(C)C)C(C)C>C(Cl)Cl>[N:1]1[C:10]2[C:5](=[CH:6][CH:7]=[CH:8][CH:9]=2)[CH:4]=[C:3]([CH:11]=[CH:12][CH2:13][OH:14])[CH:2]=1 |f:1.2|. Procedure details: The 3-(3-quinolyl)-2-propenoate (141 g, 0.621 moles) was dissolved in 2.0 L anhydrous methylene chloride in a 5-L round-bottom flask with overhead stirring and cooled to −57° C. with isopropanol/dry ice bath. Diisobutylaluminum hydride (1.55 L, 1.0 M in methylene chloride) was added in a slow stream, keeping the temperature of the reaction mixture below −40° C. After 30 minutes, the starting ester is consumed. While cooling with dry ice/acetone, 434 mL MeOH was added dropwise and the mixture was... Starting materials: CN(C=O)C (dimethylformamide), CN(C=O)C (dimethylformamide), BrC1C2CC3C1OC(C3C2)O (6-bromo-hexahydro-3,5-methano-2-H-cyclopenta[b]furan-2-ol), (R,S)α-cyano-3-phenoxy-benzyl alcohol, C1(=CC=C(C=C1)S(=O)(=O)O)C (p-toluene sulfonic acid). Solvent: C(Cl)Cl (methylene chloride), C(Cl)Cl (methylene chloride). Product: BrC1C2CC3C1O[C@@H](C3C2)O[C@H](C#N)C2=CC(=CC=C2)OC2=CC=CC=C2 ((S)α-[(2S)(6-bromo-hexahydro-3,5-methano-2H-cyclopenta[b]furan-2-yl)-oxy]-3-phenoxy-benzene-acetonitrile). Reaction SMILES: [Br:1][CH:2]1[CH:6]2[O:7][CH:8]([OH:11])[CH:9]3[CH2:10][CH:3]1[CH2:4][CH:5]23.[C:12]1([CH3:22])[CH:17]=[CH:16][C:15](S(O)(=O)=O)=[CH:14][CH:13]=1.C[N:24]([CH3:27])C=O>C(Cl)Cl>[Br:1][CH:2]1[CH:6]2[O:7][C@H:8]([O:11][C@@H:22]([C:12]3[CH:17]=[CH:16][CH:15]=[C:14]([O:7][C:6]4[CH:2]=[CH:3][CH:10]=[CH:9][CH:5]=4)[CH:13]=3)[C:27]#[N:24])[CH:9]3[CH2:10][CH:3]1[CH2:4][CH:5]23. Procedure details: A solution of 2.19 g of the product of Step B in 50 ml of methylene chloride was added to a refluxing mixture of 2.93 g of (R,S)α-cyano-3-phenoxy-benzyl alcohol, 100 ml of methylene chloride and 300 mg of p-toluene sulfonic acid and the mixture was refluxed for another 15 minutes and then returned to room temperature. The mixture was washed with water, dried, vacuum filtered and evaporated to dryness under reduced pressure. The 4.34 g of the (R,S)α-[(2S)(6-bromo-hexahydro-3,5-methano-2H-cyclopen... Starting materials: alkyl, BrC(C=1C(=CC=CC1)C)Br (α,α-dibromoxylene), pyrrolidine enamine, α,α-dihaloxylene, cycloalkanone-enamine, CC1C(C(CC1)C)=O (2,5-dimethylcyclopentanone). Product: CC12CC3=C(CC(CC1)(C2=O)C)C=CC=C3 (6,9-dimethyl-5,6,7,8,9,10-hexahydro-6,9-methanobenzocyclooctene-11-one). Reaction SMILES: Br[CH:2](Br)[C:3]1[C:4]([CH3:9])=[CH:5][CH:6]=[CH:7][CH:8]=1.[CH3:11][CH:12]1[CH2:16][CH2:15][CH:14]([CH3:17])[C:13]1=[O:18]>>[CH3:11][C:12]12[C:13](=[O:18])[C:14]([CH3:17])([CH2:15][CH2:16]1)[CH2:9][C:4]1[CH:5]=[CH:6][CH:7]=[CH:8][C:3]=1[CH2:2]2. Procedure: A process for the preparation of the compounds of the present invention which are substituted by alkyl substituents, e.g., methyl substituents in the 8 and/or 11 positions, begins with the treatment of an α,α-dihaloxylene with an alkylated or dialkylated derivative of the appropriate cycloalkanone-enamine. Thus, for example, α,α-dibromoxylene is treated with the pyrrolidine enamine of 2,5-dimethylcyclopentanone to produce the corresponding 6,9-dimethyl-5,6,7,8,9,10-hexahydro-6,9-methanobenzocycl... Reactants: P(Cl)(Cl)(Cl)(Cl)Cl (Phosphorous pentachloride), Cl (hydrogen chloride), ClC(C=O)(CCC#N)CCl (2-Chloro-2-chloromethyl-4-cyanobutyraldehyde). The solvent is CN(C=O)C (N,N-dimethylformamide), CN(C)C=O (DMF). Reaction conditions: temperature 100 celsius, time 8 hour. Yields the product ClC1=NC=C(C=C1)CCl (2-chloro-5-chloromethylpyridine). RXN SMILES: P(Cl)(Cl)(Cl)(Cl)Cl.[ClH:7].Cl[C:9]([CH2:16][Cl:17])([CH2:12][CH2:13][C:14]#[N:15])[CH:10]=O>CN(C=O)C>[Cl:7][C:14]1[CH:13]=[CH:12][C:9]([CH2:16][Cl:17])=[CH:10][N:15]=1. Reported procedure: To a three necked, 100-mL round bottom equipped with a reflux condenser, gas inlet tube and a thermometer was charged 50 mL of N,N-dimethylformamide. Phosphorous pentachloride (2.3 g, 11 mmol) was added in several portions and anhydrous hydrogen chloride was introduced slowly. The reaction temperature was kept around 60° C.-85° C. by means of a water bath. 2-Chloro-2-chloromethyl-4-cyanobutyraldehyde in 5 mL of DMF was added at 80° C., through a syringe pump within a period of 1 h. The resulting... Starting materials: CCN(C(C)C)C(C)C (DIEA), CS(=O)(=O)Cl (methanesulfonyl chloride), OC1CC(C1)C1=NC(=NO1)C=1C=CC(=C(C1)NC(=O)C1=CN=C2N1C=CC=C2)C (N-(5-(5-(3-hydroxycyclobutyl)-1,2,4-oxadiazol-3-yl)-2-methylphenyl)imidazo[1,2-a]pyridine-3-carboxamide). Run in C(Cl)Cl (DCM). Conditions: time 30 minute. The product is CS(=O)(=O)OC1CC(C1)C1=NC(=NO1)C1=CC(=C(C=C1)C)NC(=O)C1=CN=C2N1C=CC=C2 (3-(3-(3-(imidazo[1,2-a]pyridine-3-carboxamido)-4-methylphenyl)-1,2,4-oxadiazol-5-yl)cyclobutyl methanesulfonate). As a reaction SMILES: [OH:1][CH:2]1[CH2:5][CH:4]([C:6]2[O:10][N:9]=[C:8]([C:11]3[CH:12]=[CH:13][C:14]([CH3:29])=[C:15]([NH:17][C:18]([C:20]4[N:24]5[CH:25]=[CH:26][CH:27]=[CH:28][C:23]5=[N:22][CH:21]=4)=[O:19])[CH:16]=3)[N:7]=2)[CH2:3]1.CCN(C(C)C)C(C)C.[CH3:39][S:40](Cl)(=[O:42])=[O:41]>C(Cl)Cl>[CH3:39][S:40]([O:1][CH:2]1[CH2:5][CH:4]([C:6]2[O:10][N:9]=[C:8]([C:11]3[CH:12]=[CH:13][C:14]([CH3:29])=[C:15]([NH:17][C:18]([C:20]4[N:24]5[CH:25]=[CH:26][CH:27]=[CH:28][C:23]5=[N:22][CH:21]=4)=[O:19])[CH:16]=3)[N:7]=2)[CH2:3]1)(=[O:42])=[O:41]. Reported procedure: To a stirring suspension of N-(5-(5-(3-hydroxycyclobutyl)-1,2,4-oxadiazol-3-yl)-2-methylphenyl)imidazo[1,2-a]pyridine-3-carboxamide (220 mg, 0.565 mmol) (19) in anhydrous DCM (10 mL) at 0° C. was added DIEA (197 uL, 1.13 mmol) and methanesulfonyl chloride (542 uL, 0.678 mmol). The reaction was stirred to room for 30 minutes. The crude product was purified by silica chromatography to give 3-(3-(3-(imidazo[1,2-a]pyridine-3-carboxamido)-4-methylphenyl)-1,2,4-oxadiazol-5-yl)cyclobutyl methanesulfona... Reactants: 13.7, intermediate 57, NC1=C(C=C(C=C1)C(=O)C1=CC=CC=C1)COC1OCCCC1 ([4-amino-3-[[(tetrahydro-2H-pyran-2-yl)oxy]methyl]phenyl] phenylmethanone), N1=CC=CC=C1 (pyridine), ClC(=O)OCC (ethyl chloroformate). The yield is 83.5%. Solvent: O (water). RXN SMILES: [NH2:1][C:2]1[CH:7]=[CH:6][C:5]([C:8]([C:10]2[CH:15]=[CH:14][CH:13]=[CH:12][CH:11]=2)=[O:9])=[CH:4][C:3]=1[CH2:16][O:17][CH:18]1[CH2:23][CH2:22][CH2:21][CH2:20][O:19]1.N1C=CC=CC=1.Cl[C:31]([O:33][CH2:34][CH3:35])=[O:32]>O>[C:8]([C:5]1[CH:6]=[CH:7][C:2]([NH:1][C:31](=[O:32])[O:33][CH2:34][CH3:35])=[C:3]([CH2:16][O:17][CH:18]2[CH2:23][CH2:22][CH2:21][CH2:20][O:19]2)[CH:4]=1)(=[O:9])[C:10]1[CH:15]=[CH:14][CH:13]=[CH:12][CH:11]=1. Procedure: To a stirred and cooled (10° C.) solution of 13.7 parts of intermediate 57, namely [4-amino-3-[[(tetrahydro-2H-pyran-2-yl)oxy]methyl]phenyl] phenylmethanone, in 147 parts of pyridine were added dropwise 7.14 parts of ethyl chloroformate. After stirring for 1 hour at 10° C., the reaction mixture was poured into 700 parts of water. The product was extracted with dichloromethane and the extract was washed with water (3×), dried, filtered and evaporated. The residue was co-evaporated with ethanol (3... The product is 14.05, C(C1=CC=CC=C1)(=O)C1=CC(=C(C=C1)NC(OCC)=O)COC1OCCCC1 (ethyl [4-benzoyl-2-[[(tetrahydro-2H-pyran-2-yl)oxy]methyl]phenyl]carbamate). The reactants are ClC1=CC=C(C[C@H](C(=O)N2C3CC(CC2CC3)N(C(=O)N(CC)CC)C3CCCCC3)NCCNC(OC(C)(C)C)=O)C=C1 (tert-butyl (2-{[(1R)-1-(4-chlorobenzyl)-2-(3-{cyclohexyl[(diethylamino)carbonyl]amino}-8-azabicyclo[3.2.1]oct-8-yl)-2-oxoethyl]amino}ethyl)-carbamate). Run in Cl (hydrochloric acid), C(C)OCC (diethyl ether). Conditions: time 1 hour. The product is Cl.NCCN[C@H](CC1=CC=C(C=C1)Cl)C(=O)N1C2CC(CC1CC2)N(C(=O)N(CC)CC)C2CCCCC2 (N-{8-[N-(2-aminoethyl)-4-chloro-D-phenylalanyl]-8-azabicyclo[3.2.1]oct-3-yl}-N-cyclohexyl-N′,N′-diethylurea hydrochloride). The yield is 79.4%. As a reaction SMILES: [Cl:1][C:2]1[CH:44]=[CH:43][C:5]([CH2:6][C@@H:7]([NH:32][CH2:33][CH2:34][NH:35]C(=O)OC(C)(C)C)[C:8]([N:10]2[CH:15]3[CH2:16][CH2:17][CH:11]2[CH2:12][CH:13]([N:18]([CH:26]2[CH2:31][CH2:30][CH2:29][CH2:28][CH2:27]2)[C:19]([N:21]([CH2:24][CH3:25])[CH2:22][CH3:23])=[O:20])[CH2:14]3)=[O:9])=[CH:4][CH:3]=1>Cl.C(OCC)C>[ClH:1].[NH2:35][CH2:34][CH2:33][NH:32][C@@H:7]([C:8]([N:10]1[CH:15]2[CH2:16][CH2:17][CH:11]1[CH2:12][CH:13]([N:18]([CH:26]1[CH2:27][CH2:28][CH2:29][CH2:30][CH2:31]1)[C:19]([N:21]([CH2:22][CH3:23])[CH2:24][CH3:25])=[O:20])[CH2:14]2)=[O:9])[CH2:6][C:5]1[CH:43]=[CH:44][C:2]([Cl:1])=[CH:3][CH:4]=1 |f:3.4|. Procedure: 0.14 g of tert-butyl (2-{[(1R)-1-(4-chlorobenzyl)-2-(3-{cyclohexyl[(diethylamino)carbonyl]amino}-8-azabicyclo[3.2.1]oct-8-yl)-2-oxoethyl]amino}ethyl)-carbamate is placed in 1.1 ml of 2N hydrochloric acid in diethyl ether. The reaction medium is stirred at ambient temperature for 1 h. Trituration, rinsing with diethyl ether and filter-drying of the precipitate obtained are carried out. The salt thus obtained is chromatographed on silica gel, elution being carried out with a 98/2/0.2 and then 95/5... Reactants: NC1=C(C(=NN1)C1=CC=C(C=C1)[N+](=O)[O-])C#N (5-amino-3-(4-nitro-phenyl)-1H-pyrazole-4-carbonitrile), C(C1=CC=CC=C1)OC(N(C)C)OCC1=CC=CC=C1 (N,N-dimethylformamide dibenzylacetal). Run in C1(=CC=CC=C1)C (toluene). The product is [N+](=O)([O-])C1=CC=C(C=C1)C1=NNC(=C1C#N)N=CN(C)C (N'-[3-(4-nitro-phenyl)-4-cyano-1H-pyrazol-5-yl]-N,N-dimethylformamidine). Reaction SMILES: [NH2:1][C:2]1[NH:6][N:5]=[C:4]([C:7]2[CH:12]=[CH:11][C:10]([N+:13]([O-:15])=[O:14])=[CH:9][CH:8]=2)[C:3]=1[C:16]#[N:17].C(O[CH:26](OCC1C=CC=CC=1)[N:27]([CH3:29])[CH3:28])C1C=CC=CC=1>C1(C)C=CC=CC=1>[N+:13]([C:10]1[CH:9]=[CH:8][C:7]([C:4]2[C:3]([C:16]#[N:17])=[C:2]([N:1]=[CH:26][N:27]([CH3:29])[CH3:28])[NH:6][N:5]=2)=[CH:12][CH:11]=1)([O-:15])=[O:14]. Procedure: In 1 ml of toluene, 57.3 mg (0.25 mmol) of 5-amino-3-(4-nitro-phenyl)-1H-pyrazole-4-carbonitrile and 79.3 μl of N,N-dimethylformamide dibenzylacetal are boiled overnight. Filtering of the suspension and washing with hexane yield N'-[3-(4-nitro-phenyl)-4-cyano-1H-pyrazol-5-yl]-N,N-dimethylformamidine; TLC: Rf =0.15 (ethyl acetate:hexane=2:1); TRet (Grad20-100)=8.8.